Dataset: the Open Reaction Database (ORD), a public repository of structured organic reaction records. Task: describe an organic reaction: reactants, conditions, products, and yield Starting materials: resultant solution, FC1=C(C(=CC=C1)F)N1C(NCC2=C1N=C(N=C2C=2C=C(C(=O)NC(C)C)C=CC2C)S(=O)C)=O (3-[8-(2,6-difluorophenyl)-2-(methylsulfinyl)-7-oxo-5,6,7,8-tetrahydropyrimido[4,5-d]pyrimidin-4-yl]-4-methyl-N-(1-methylethyl)benzamide), Cl.Cl.N1C(=NC=C1)CN ((1H-imidazol-2-ylmethyl)amine dihydrochloride), C(C)(C)N(C(C)C)CC (N,N-diisopropylethylamine). Run in C1CCOC1 (THF). The product is MeOH[7] NH4OH[3], FC1=C(C(=CC=C1)F)N1C(NCC2=C1N=C(N=C2C=2C=C(C(=O)NC(C)C)C=CC2C)NCC=2NC=CN2)=O (3-{8-(2,6-difluorophenyl)-2-[(1H-imidazol-2-ylmethyl)amino]-7-oxo-5,6,7,8-tetrahydropyrimido[4,5-d]pyrimidin-4-yl}-4-methyl-N-(1-methylethyl)benzamide). Isolated yield 32.9%. RXN SMILES: [F:1][C:2]1[CH:7]=[CH:6][CH:5]=[C:4]([F:8])[C:3]=1[N:9]1[C:14]2[N:15]=[C:16](S(C)=O)[N:17]=[C:18]([C:19]3[CH:20]=[C:21]([CH:28]=[CH:29][C:30]=3[CH3:31])[C:22]([NH:24][CH:25]([CH3:27])[CH3:26])=[O:23])[C:13]=2[CH2:12][NH:11][C:10]1=[O:35].Cl.Cl.[NH:38]1[CH:42]=[CH:41][N:40]=[C:39]1[CH2:43][NH2:44].C(N(CC)C(C)C)(C)C>C1COCC1>[F:1][C:2]1[CH:7]=[CH:6][CH:5]=[C:4]([F:8])[C:3]=1[N:9]1[C:14]2[N:15]=[C:16]([NH:44][CH2:43][C:39]3[NH:38][CH:42]=[CH:41][N:40]=3)[N:17]=[C:18]([C:19]3[CH:20]=[C:21]([CH:28]=[CH:29][C:30]=3[CH3:31])[C:22]([NH:24][CH:25]([CH3:27])[CH3:26])=[O:23])[C:13]=2[CH2:12][NH:11][C:10]1=[O:35] |f:1.2.3|. Procedure: To a solution of compound 3-[8-(2,6-difluorophenyl)-2-(methylsulfinyl)-7-oxo-5,6,7,8-tetrahydropyrimido[4,5-d]pyrimidin-4-yl]-4-methyl-N-(1-methylethyl)benzamide (20 mg, 0.04 mmol) in THF (3 mL) were added (1H-imidazol-2-ylmethyl)amine dihydrochloride (50 mg, 0.52 mmol) and N,N-diisopropylethylamine (0.1 mL, 0.574 mmol). The resultant solution was stirred at room temperature over night. The result mixture was concentrated. CombiFlash chromatography (mobile phase DCM/DCM [90]+MeOH[7]+NH4OH[3]) pr...